Dataset: the Open Reaction Database (ORD), a public repository of structured organic reaction records. Task: describe an organic reaction: reactants, conditions, products, and yield Starting materials: C[Si](C)(C)Cl, ClC(Cl)Cl, CN(C)CCN1C(=O)C(=Cc2ccc(Cl)cc2Cl)Sc2ccccc21, Cl, O, OO. Yields the product CN(C)CCN1C(=O)C(=O)C(c2ccc(Cl)cc2Cl)Sc2ccccc21. Reaction SMILES: [CH3:27][Si:28]([CH3:29])([CH3:30])[Cl:31].[CH:35]([Cl:36])([Cl:37])[Cl:38].[Cl:2][c:3]1[c:4]([CH:10]=[C:11]2[S:12][c:13]3[c:14]([cH:23][cH:24][cH:25][cH:26]3)[N:15]([CH2:18][CH2:19][N:20]([CH3:21])[CH3:22])[C:16]2=[O:17])[cH:5][cH:6][c:7]([Cl:9])[cH:8]1.[ClH:1].[OH2:34].[OH:32][OH:33]>>[Cl:2][c:3]1[c:4]([CH:10]2[C:11](=[O:32])[C:16](=[O:17])[N:15]([CH2:18][CH2:19][N:20]([CH3:21])[CH3:22])[c:14]3[c:13]([cH:26][cH:25][cH:24][cH:23]3)[S:12]2)[cH:5][cH:6][c:7]([Cl:9])[cH:8]1. The reactants are CCOC(=O)c1cc(-c2cccs2)n[nH]1, O=C1CCC(=O)N1Cl, CN(C)C=O. Product: CCOC(=O)c1[nH]nc(-c2cccs2)c1Cl. As a reaction SMILES: [CH2:1]([CH3:2])[O:3][C:4](=[O:5])[c:6]1[cH:7][c:8](-[c:11]2[s:12][cH:13][cH:14][cH:15]2)[n:9][nH:10]1.[Cl:16][N:17]1[C:18](=[O:19])[CH2:20][CH2:21][C:22]1=[O:23].[O:24]=[CH:25][N:26]([CH3:27])[CH3:28]>>[CH2:1]([CH3:2])[O:3][C:4](=[O:5])[c:6]1[c:7]([Cl:16])[c:8](-[c:11]2[s:12][cH:13][cH:14][cH:15]2)[n:9][nH:10]1. Reactants: crude product, CC1(OB(OC1(C)C)C1=CCN(CC1)C1=NC(N(C=N1)CC=1SC(=CC1)C(F)(F)F)=O)C (4-[4-(4,4,5,5-tetramethyl-1,3,2-dioxaborolan-2-yl)-5,6-dihydropyridin-1(2H)-yl]-1-{[5-(t rifluoromethyl)thiophen-2-yl]methyl}-1,3,5-triazin-2(1H)-one), C(C)(=O)OC1=C(C=CC(=C1)Br)F (5-bromo-2-fluorophenyl acetate). The product is FC1=C(C=C(C=C1)C1=CCN(CC1)C1=NC(N(C=N1)CC=1SC(=CC1)C(F)(F)F)=O)O (4-[4-(4-Fluoro-3-hydroxyphenyl)-5,6-dihydropyridin-1(2H)-yl]-1-{[5-(trifluoromethyl)thiophen-2-yl]methyl}-1,3,5-triazin-2(1H)-one). Isolated yield 35.0%. RXN SMILES: CC1(C)C(C)(C)OB([C:9]2[CH2:14][CH2:13][N:12]([C:15]3[N:20]=[CH:19][N:18]([CH2:21][C:22]4[S:23][C:24]([C:27]([F:30])([F:29])[F:28])=[CH:25][CH:26]=4)[C:17](=[O:31])[N:16]=3)[CH2:11][CH:10]=2)O1.C([O:36][C:37]1[CH:42]=[C:41](Br)[CH:40]=[CH:39][C:38]=1[F:44])(=O)C>>[F:44][C:38]1[CH:39]=[CH:40][C:41]([C:9]2[CH2:14][CH2:13][N:12]([C:15]3[N:20]=[CH:19][N:18]([CH2:21][C:22]4[S:23][C:24]([C:27]([F:29])([F:30])[F:28])=[CH:25][CH:26]=4)[C:17](=[O:31])[N:16]=3)[CH2:11][CH:10]=2)=[CH:42][C:37]=1[OH:36]. Reported procedure: The synthesis was performed using a crude product obtained by synthesis using 4-[4-(4,4,5,5-tetramethyl-1,3,2-dioxaborolan-2-yl)-5,6-dihydropyridin-1(2H)-yl]-1-{[5-(t rifluoromethyl)thiophen-2-yl]methyl}-1,3,5-triazin-2(1H)-one synthesized in Reference Synthesis Example 346 and 5-bromo-2-fluorophenyl acetate in a similar manner to Reference Synthesis Example 139, in a similar manner to Reference Synthesis Example 2 (two step yield 35%). Reactants: [OH-].[Na+] (NaOH), C1(CCCCC1)NC1=C2C(=NC=C1C(=O)OCC)N(C=C2)COCC[Si](C)(C)C (ethyl 4-(cyclohexylamino)-1-((2-(trimethylsilyl)ethoxy)methyl)-1H-pyrrolo[2,3-b]pyridine-5-carboxylate), CCO (EtOH). Run in O1CCOCC1 (1,4-dioxane). Reaction conditions: time 48 hour. The product is C1(CCCCC1)NC1=C2C(=NC=C1C(=O)O)N(C=C2)COCC[Si](C)(C)C (4-(cyclohexylamino)-1-((2-(trimethylsilyl)ethoxy)methyl)-1H-pyrrolo[2,3-b]pyridine-5-carboxylic acid). Yield: 96.3%. As a reaction SMILES: [CH:1]1([NH:7][C:8]2[C:13]([C:14]([O:16]CC)=[O:15])=[CH:12][N:11]=[C:10]3[N:19]([CH2:22][O:23][CH2:24][CH2:25][Si:26]([CH3:29])([CH3:28])[CH3:27])[CH:20]=[CH:21][C:9]=23)[CH2:6][CH2:5][CH2:4][CH2:3][CH2:2]1.[OH-].[Na+].CCO>O1CCOCC1>[CH:1]1([NH:7][C:8]2[C:13]([C:14]([OH:16])=[O:15])=[CH:12][N:11]=[C:10]3[N:19]([CH2:22][O:23][CH2:24][CH2:25][Si:26]([CH3:29])([CH3:28])[CH3:27])[CH:20]=[CH:21][C:9]=23)[CH2:6][CH2:5][CH2:4][CH2:3][CH2:2]1 |f:1.2|. Reported procedure: To the suspension of ethyl 4-(cyclohexylamino)-1-((2-(trimethylsilyl)ethoxy)methyl)-1H-pyrrolo[2,3-b]pyridine-5-carboxylate (0.77 g, 1.9 mmol) in 1,4-dioxane (12 mL) was added aquoeous NaOH (1 N, 12 mL, 12 mmol). The mixture was stirred at rt for about 48 h. To the mixture was added EtOH (1 mL) and the mixture was heated at about 50° C. for about 24 h. The mixture was concentrated under reduced pressure and aqueous HCl (0.5 M, 10 mL) was added and the mixture extracted with EtOAc (25 mL). The so... Reactants: C(C1=CC=CC=C1)OC(=O)N1CC(NCC1)=O (3-oxopiperazine-1-carboxylic acid benzyl ester), BrCC=1C=C2C=CC(=NC2=CC1)Cl (6-bromomethyl-2-chloroquinoline), C1CCOC1 (THF), [H-].[Na+] (sodium hydride). The solvent is CN(C)C=O (DMF). Conditions: temperature 0 celsius, time 1 hour. Yields the product C(C1=CC=CC=C1)OC(=O)N1CC(N(CC1)CC=1C=C2C=CC(=NC2=CC1)Cl)=O (4-(2-Chloro-quinolin-6-ylmethyl)-3-oxo-piperazine-1-carboxylic acid benzyl ester). Yield: 85.9%. As a reaction SMILES: [CH2:1]([O:8][C:9]([N:11]1[CH2:16][CH2:15][NH:14][C:13](=[O:17])[CH2:12]1)=[O:10])[C:2]1[CH:7]=[CH:6][CH:5]=[CH:4][CH:3]=1.Br[CH2:19][C:20]1[CH:21]=[C:22]2[C:27](=[CH:28][CH:29]=1)[N:26]=[C:25]([Cl:30])[CH:24]=[CH:23]2.C1COCC1.[H-].[Na+]>CN(C=O)C>[CH2:1]([O:8][C:9]([N:11]1[CH2:16][CH2:15][N:14]([CH2:19][C:20]2[CH:21]=[C:22]3[C:27](=[CH:28][CH:29]=2)[N:26]=[C:25]([Cl:30])[CH:24]=[CH:23]3)[C:13](=[O:17])[CH2:12]1)=[O:10])[C:2]1[CH:3]=[CH:4][CH:5]=[CH:6][CH:7]=1 |f:3.4|. Reported procedure: To a solution of 3-oxopiperazine-1-carboxylic acid benzyl ester (4.65 g, 19.8 mmol) and 6-bromomethyl-2-chloroquinoline (5.40 g, 21.0 mmol) in 80 mL of a 3:1 mixture of THF:DMF at 0° C. is added sodium hydride (0.81 g, 20.2 mmol, 60% mineral oil dispersion). The resulting mixture is stirred for 1 hour at 0° C. then at room temperature for 18 hours. The reaction mixture is quenched with saturated NH4Cl solution, then diluted with EtOAc. The organic layer is washed sequentially with 1N HCl, water,... Starting materials: CCCCNn1c(=O)c(C2=NS(=O)(=O)c3cc(OCc4ccccc4)ccc3N2)c(O)c2ccccc21, O=C[O-], [NH4+], [OH-], [OH-], [Pd+2]. Yields the product CCCCNn1c(=O)c(C2=NS(=O)(=O)c3cc(O)ccc3N2)c(O)c2ccccc21. Reaction SMILES: [CH2:1]([c:2]1[cH:3][cH:4][cH:5][cH:6][cH:7]1)[O:8][c:9]1[cH:10][c:11]2[c:12]([cH:36][cH:37]1)[NH:13][C:14]([c:19]1[c:20](=[O:35])[n:21]([NH:30][CH2:31][CH2:32][CH2:33][CH3:34])[c:22]3[cH:23][cH:24][cH:25][cH:26][c:27]3[c:28]1[OH:29])=[N:15][S:16]2(=[O:17])=[O:18].[CH:38]([O-:39])=[O:40].[NH4+:41].[OH-:42].[OH-:44].[Pd+2:43]>>[OH:8][c:9]1[cH:10][c:11]2[c:12]([cH:36][cH:37]1)[NH:13][C:14]([c:19]1[c:20](=[O:35])[n:21]([NH:30][CH2:31][CH2:32][CH2:33][CH3:34])[c:22]3[cH:23][cH:24][cH:25][cH:26][c:27]3[c:28]1[OH:29])=[N:15][S:16]2(=[O:17])=[O:18]. Starting materials: CC(C)(C)OC(=O)COc1ccc(COC2COc3nc([N+](=O)[O-])cn3C2)cc1, ClCCl, O=C(O)C(F)(F)F, O=C1CCN(C(=O)COc2ccc(COC3COc4nc([N+](=O)[O-])cn4C3)cc2)CC1. The product is O=C(O)COc1ccc(COC2COc3nc([N+](=O)[O-])cn3C2)cc1. RXN SMILES: [C:32]([CH3:33])([CH3:34])([CH3:35])[O:36][C:37]([CH2:38][O:39][c:40]1[cH:41][cH:42][c:43]([CH2:46][O:47][CH:48]2[CH2:49][n:50]3[c:51]([n:54][c:55]([N+:57](=[O:58])[O-:59])[cH:56]3)[O:52][CH2:53]2)[cH:44][cH:45]1)=[O:60].[Cl:68][CH2:69][Cl:70].[F:61][C:62]([F:63])([F:64])[C:65]([OH:66])=[O:67].[N+:1]([c:2]1[n:3][c:4]2[n:5]([cH:6]1)[CH2:7][CH:8]([O:9][CH2:10][c:11]1[cH:12][cH:13][c:14]([O:15][CH2:16][C:17]([N:18]3[CH2:19][CH2:20][C:21](=[O:22])[CH2:23][CH2:24]3)=[O:25])[cH:26][cH:27]1)[CH2:28][O:29]2)([O-:30])=[O:31]>>[O:36]=[C:37]([CH2:38][O:39][c:40]1[cH:41][cH:42][c:43]([CH2:46][O:47][CH:48]2[CH2:49][n:50]3[c:51]([n:54][c:55]([N+:57](=[O:58])[O-:59])[cH:56]3)[O:52][CH2:53]2)[cH:44][cH:45]1)[OH:60]. The reactants are C(C(=C)C)(=O)Cl (methacryloyl chloride), OCC1=C(C(=CC(=C1)C)N=NC1=CC=C(C=C1)OC)O (2-(hydroxymethyl)-6-((4-methoxyphenyl)-diazenyl)-4-methylphenol), N1=CC=CC=C1 (pyridine), COC1=CC=C(C=C1)O (4-methoxyphenol). Solvent: C1CCOC1 (THF). Run at temperature -20 celsius, time 1 hour. Product: C(C(=C)C)(=O)OCC1=C(C(=CC(=C1)C)N=NC1=CC=C(C=C1)OC)O (2-hydroxy-3-((4-methoxyphenyl)diazenyl)-5-methylbenzyl methacrylate). As a reaction SMILES: [OH:1][CH2:2][C:3]1[CH:8]=[C:7]([CH3:9])[CH:6]=[C:5]([N:10]=[N:11][C:12]2[CH:17]=[CH:16][C:15]([O:18][CH3:19])=[CH:14][CH:13]=2)[C:4]=1[OH:20].COC1C=CC(O)=CC=1.N1C=CC=CC=1.[C:36](Cl)(=[O:40])[C:37]([CH3:39])=[CH2:38]>C1COCC1>[C:36]([O:1][CH2:2][C:3]1[CH:8]=[C:7]([CH3:9])[CH:6]=[C:5]([N:10]=[N:11][C:12]2[CH:17]=[CH:16][C:15]([O:18][CH3:19])=[CH:14][CH:13]=2)[C:4]=1[OH:20])(=[O:40])[C:37]([CH3:39])=[CH2:38]. Procedure: In a 500 ml round bottom flask equipped with a magnetic stirrer and gas inlet was dissolved 8.75 g (32.1 mmol) of 2-(hydroxymethyl)-6-((4-methoxyphenyl)-diazenyl)-4-methylphenol in 300 ml anhydrous THF. ˜50 mg 4-methoxyphenol (MEHQ) was added followed by 16.5 g (209 mmol) anhydrous pyridine. The reaction mixture was cooled to −20° C. and 4.91 g (47.0 mmol) methacryloyl chloride was added dropwise. The reaction mixture was stirred for 1 hour at −20° C. and then 20 hours at ambient temperature. Th... Starting materials: O=C([O-])O, CCOP(=O)(CC#N)OCC, O=C1CCc2cnc3c(c21)CCO3, [H-], [Na+], [Na+], C1CCOC1. The product is N#CC=C1CCc2cnc3c(c21)CCO3. As a reaction SMILES: [C:32](=[O:33])([O-:34])[OH:35].[C:3](#[N:4])[CH2:5][P:6](=[O:7])([O:8][CH2:9][CH3:10])[O:11][CH2:12][CH3:13].[CH2:14]1[CH2:15][O:16][c:17]2[n:18][cH:19][c:20]3[c:21]([c:22]21)[C:23](=[O:26])[CH2:24][CH2:25]3.[H-:1].[Na+:2].[Na+:36].[O:27]1[CH2:28][CH2:29][CH2:30][CH2:31]1>>[C:3](#[N:4])[CH:5]=[C:23]1[c:21]2[c:20]([cH:19][n:18][c:17]3[c:22]2[CH2:14][CH2:15][O:16]3)[CH2:25][CH2:24]1. The reactants are FC1=C(C=CC(=C1)F)N1C=C(C(C2=CC(=C(C(=C12)F)F)F)=O)C(=O)O (1-(2,4-difluorophenyl)-6,7,8-trifluoro-1,4-dihydro-4-oxoquinoline-3-carboxylic acid), C(=O)NCC1CNCCO1 (2-(formylaminomethyl)morpholine). Yields the product FC1=C(C=CC(=C1)F)N1C=C(C(C2=CC(=C(C(=C12)F)N1CC(OCC1)CNC=O)F)=O)C(=O)O (1-(2,4-difluorophenyl)-6,8-difluoro-7-[2-(formylaminomethyl)morpholino]-1,4-dihydro-4-oxoquinoline- 3-carboxylic acid). Reaction SMILES: [F:1][C:2]1[CH:7]=[C:6]([F:8])[CH:5]=[CH:4][C:3]=1[N:9]1[C:18]2[C:13](=[CH:14][C:15]([F:21])=[C:16](F)[C:17]=2[F:19])[C:12](=[O:22])[C:11]([C:23]([OH:25])=[O:24])=[CH:10]1.[CH:26]([NH:28][CH2:29][CH:30]1[O:35][CH2:34][CH2:33][NH:32][CH2:31]1)=[O:27]>>[F:19][C:17]1[CH:16]=[C:15]([F:21])[CH:14]=[CH:13][C:18]=1[N:9]1[C:3]2[C:4](=[CH:5][C:6]([F:8])=[C:7]([N:32]3[CH2:33][CH2:34][O:35][CH:30]([CH2:29][NH:28][CH:26]=[O:27])[CH2:31]3)[C:2]=2[F:1])[C:12](=[O:22])[C:11]([C:23]([OH:25])=[O:24])=[CH:10]1. Procedure details: By the use of 1-(2,4-difluorophenyl)-6,7,8-trifluoro-1,4-dihydro-4-oxoquinoline-3-carboxylic acid and 2-(formylaminomethyl)morpholine, the reaction is similarly carried out as Example 26 to give 1-(2,4-difluorophenyl)-6,8-difluoro-7-[2-(formylaminomethyl)morpholino]-1,4-dihydro-4-oxoquinoline- 3-carboxylic acid, melting at 230°-233° C. with decomposition.